Dataset: the Open Reaction Database (ORD), a public repository of structured organic reaction records. Task: describe an organic reaction: reactants, conditions, products, and yield The reactants are Cl.N(=NCC(C)C(N)=N)CC(C)C(N)=N (azobis(2-amidinopropane) hydrochloride), CC(=O)C (acetone). RXN SMILES: [ClH:1].[N:2]([CH2:10][CH:11]([C:13](=[NH:15])N)[CH3:12])=NCC(C(=N)N)C.[CH3:16][C:17]([CH3:19])=O>>[ClH:1].[CH2:10]([NH2:2])[CH:11]=[CH2:12].[ClH:1].[CH2:19]([NH:15][CH2:13][CH:11]=[CH2:12])[CH:17]=[CH2:16] |f:0.1,3.4,5.6|. Procedure details: The monomers prepared above were mixed together at a molar ratio shown in Table 1. After heating the monomer mixture to 60° C., 2.5% by weight (based on the monomer mixture) of azobis(2-amidinopropane) hydrochloride was added, and polymerization was carried out for 24 hours. After the reaction, the solution was added into acetone to form a precipitate, and the precipitate was collected by filtration with a glass filter and dried under reduced pressure. Thus, a copolymer of monoallylamine hydroch... Reaction conditions: temperature 60 celsius, time 24 hour. Yields the product Cl.C(C=C)N (monoallylamine hydrochloride), Cl.C(C=C)NCC=C (diallylamine hydrochloride). Starting materials: N[C@@H](CC1=CC=CC=C1)C(=O)O (L-Phenylalanine), C(=O)([O-])[O-].[Na+].[Na+] (Na2CO3), C(C1=CC=CC=C1)(=O)Cl (Benzoyl chloride). The solvent is O (water), O1CCCC1 (tetrahydrofuran), O1CCCC1 (THF). Yields the product C(C1=CC=CC=C1)(=O)NC(CC1=CC=CC=C1)C(=O)O (N-Benzoyl-D,L-Phenylalanine). RXN SMILES: [NH2:1][C@H:2]([C:10]([OH:12])=[O:11])[CH2:3][C:4]1[CH:9]=[CH:8][CH:7]=[CH:6][CH:5]=1.C([O-])([O-])=O.[Na+].[Na+].[C:19](Cl)(=[O:26])[C:20]1[CH:25]=[CH:24][CH:23]=[CH:22][CH:21]=1>O.O1CCCC1>[C:19]([NH:1][CH:2]([C:10]([OH:12])=[O:11])[CH2:3][C:4]1[CH:9]=[CH:8][CH:7]=[CH:6][CH:5]=1)(=[O:26])[C:20]1[CH:25]=[CH:24][CH:23]=[CH:22][CH:21]=1 |f:1.2.3|. Procedure: A mixture containing 8.21 g of L-Phenylalanine, 5.565 g of Na2CO3 in 40 ml of water and 20 ml of tetrahydrofuran (THF) was stirred at room temperature. Benzoyl chloride, 7.73 g, dissolved in 20 ml of anhydrous THF, was added gradually over a period of 45 minutes with continued stirring at room temperature. Stirring was allowed to continue for an additional hour, at which time the reaction mixture was transferred to a rotary evaporator at 30° C. to remove the THF. An excess of water was then adde... Reactants: ClC=1N(C=C(N1)[N+](=O)[O-])C[C@](COS(=O)(=O)C)(C)O ((S)-2-chloro-1-(2-hydroxy-2-methyl-3-methanesulfonyloxypropyl)-4-nitroimidazole), C1CCC2=NCCCN2CC1 (DBU). Solvent: C(Cl)Cl (methylene chloride). Conditions: time 1.5 hour. Yields the product ClC=1N(C=C(N1)[N+](=O)[O-])C[C@@]1(OC1)C ((S)-2-chloro-1-(2-methyloxiran-2-ylmethyl)-4-nitroimidazole). Yield: 91.3%. Reaction SMILES: [Cl:1][C:2]1[N:3]([CH2:10][C@@:11]([OH:19])([CH3:18])[CH2:12]OS(C)(=O)=O)[CH:4]=[C:5]([N+:7]([O-:9])=[O:8])[N:6]=1.C1CCN2C(=NCCC2)CC1>C(Cl)Cl>[Cl:1][C:2]1[N:3]([CH2:10][C@@:11]2([CH3:18])[CH2:12][O:19]2)[CH:4]=[C:5]([N+:7]([O-:9])=[O:8])[N:6]=1. Procedure: (S)-2-Chloro-1-(2-hydroxy-2-methyl-3-methanesulfonyloxypropyl)-4-nitroimidazole prepared in Example 17 (3.02 g, 9.51 mmol) was dissolved in methylene chloride (30 ml). DBU (1.7 ml, 11.41 mmol) was added to the solution, and the resulting mixture was stirred at room temperature for 1.5 hours. The reaction mixture was washed with 3N hydrochloric acid (30 ml) and saturated saline solution (20 ml) in this order, dried over magnesium sulfate and then filtered. The filtrate was concentrated and the re... The reactants are ON1N=NC2=C1C=CC=C2 (1-hydroxybenzotriazole), 1-ethyl-3-(3-dimethyl-aminopropyl)carbodiimide hydrochloride, CN(CCNC)C (N,N,N′-trimethylethylenediamine), COC(=O)[C@@H]1CC[C@H](CC1)C(=O)O (trans-4-(Methoxycarbonyl)cyclohexanecarboxylic acid), C(O)([O-])=O.[Na+] (sodium hydrogen carbonate). The solvent is C(Cl)(Cl)Cl (chloroform). Run at time 4 hour. The product is CN(CCN(C(=O)[C@@H]1CC[C@H](CC1)C(=O)OC)C)C (methyl trans-4-{[[2-(dimethylamino)ethyl](methyl)amino]carbonyl}-cyclohexanecarboxylate-). The yield is 93.3%. Reaction SMILES: [CH3:1][O:2][C:3]([C@H:5]1[CH2:10][CH2:9][C@H:8]([C:11]([OH:13])=O)[CH2:7][CH2:6]1)=[O:4].ON1C2C=CC=CC=2N=N1.[CH3:24][N:25]([CH3:30])[CH2:26][CH2:27][NH:28][CH3:29].C(=O)([O-])O.[Na+]>C(Cl)(Cl)Cl>[CH3:24][N:25]([CH3:30])[CH2:26][CH2:27][N:28]([CH3:29])[C:11]([C@H:8]1[CH2:7][CH2:6][C@H:5]([C:3]([O:2][CH3:1])=[O:4])[CH2:10][CH2:9]1)=[O:13] |f:3.4|. Procedure: trans-4-(Methoxycarbonyl)cyclohexanecarboxylic acid (8.84 g) obtained in Reference Example 1(2) is dissolved in chloroform (100 ml), and thereto are added 1-hydroxybenzotriazole (7.14 g), 1-ethyl-3-(3-dimethyl-aminopropyl)carbodiimide hydrochloride (10.00 g) and N,N,N′-trimethylethylenediamine (5.33 g) under ice-cooling. The mixture is then stirred at room temperature for 4 hours. Saturated aqueous sodium hydrogen carbonate solution is poured to the reaction solution and the mixture is extracted... Starting materials: C(C1=CC=CC=C1)(=O)N1CC(CCC1)C(=O)OCC (ethyl 1-benzoyl-3-piperidinecarboxylate), CC1CCC(CN1)C(=O)OCC (ethyl 6-methyl-3-piperidinecarboxylate), S1C(=CC=C1)CC(=O)Cl (2-thiopheneacetyl chloride). Yields the product S1C(=CC=C1)CC(=O)N1CC(CCC1C)C(=O)OCC (ethyl 1-(2-thiopheneacetyl)-6-methyl-3-piperidinecarboxylate). Isolated yield 59.8%. RXN SMILES: C(N1CCCC(C(OCC)=O)C1)(=O)C1C=CC=CC=1.[CH3:20][CH:21]1[NH:26][CH2:25][CH:24]([C:27]([O:29][CH2:30][CH3:31])=[O:28])[CH2:23][CH2:22]1.[S:32]1[CH:36]=[CH:35][CH:34]=[C:33]1[CH2:37][C:38](Cl)=[O:39]>>[S:32]1[CH:36]=[CH:35][CH:34]=[C:33]1[CH2:37][C:38]([N:26]1[CH:21]([CH3:20])[CH2:22][CH2:23][CH:24]([C:27]([O:29][CH2:30][CH3:31])=[O:28])[CH2:25]1)=[O:39]. Reported procedure: The reaction was run in the same manner as ethyl 1-benzoyl-3-piperidinecarboxylate, starting with ethyl 6-methyl-3-piperidinecarboxylate (263.1 mg; 1.54 mmol) and 2-thiopheneacetyl chloride (190 μl; 1.54 mmol). The crude product was distilled at 210° C./0.1 torr, giving ethyl 1-(2-thiopheneacetyl)-6-methyl-3-piperidinecarboxylate (272.2 mg) as a light yellow oil. MS m/z (positive ion) 591(dimer+; 25) 296 (MH+; 100). Reactants: BrC(C(=O)OCC)C(CC1=CC=C(C=C1)Cl)=O (ethyl 2-bromo-4-(4-chlorophenyl)-3-oxobutanoate), NC(=S)N (thiourea). The solvent is C(C)(C)O (isopropyl alcohol). Yields the product NC=1SC(=C(N1)CC1=CC=C(C=C1)Cl)C(=O)OCC (Ethyl 2-amino-4-(4-chlorobenzyl)thiazole-5-carboxylate). RXN SMILES: Br[CH:2]([C:8](=O)[CH2:9][C:10]1[CH:15]=[CH:14][C:13]([Cl:16])=[CH:12][CH:11]=1)[C:3]([O:5][CH2:6][CH3:7])=[O:4].[NH2:18][C:19]([NH2:21])=[S:20]>C(O)(C)C>[NH2:21][C:19]1[S:20][C:2]([C:3]([O:5][CH2:6][CH3:7])=[O:4])=[C:8]([CH2:9][C:10]2[CH:15]=[CH:14][C:13]([Cl:16])=[CH:12][CH:11]=2)[N:18]=1. Procedure: In a 100 mL round bottomed flask were placed ethyl 2-bromo-4-(4-chlorophenyl)-3-oxobutanoate (990 mg, 3.1 mmol) and isopropyl alcohol (20 mL). To the mixture was added thiourea (590 mg, 7.8 mmol) and the reaction was then refluxed for 16 h with stirring. The mixture was allowed to cool to rt and was then concentrated under reduced pressure. The residue was suspended in EtOAc (50 mL) and then washed with a saturated aqueous solution of NaHCO3 (50 mL), brine (50 mL), and dried over anhydrous MgSO4... Product: COC(C1=CC=C(C=C1)COC1=CC(=C(C=C1)SC1=CC=C(C=C1)NC(C)=O)N)=O (4-[4-(4-Acetylamino-phenylsulfanyl)-3-amino-phenoxymethyl]-benzoic acid methyl ester). The reactants are NC1=C(C=CC(=C1)O)SC1=CC=C(C=C1)NC(C)=O (N-[4-(2-Amino-4-hydroxy-phenylsulfanyl)-phenyl]-acetamide), C(=O)(OC)C1=CC=C(CBr)C=C1 (4-carbomethoxybenzyl bromide), C([O-])([O-])=O.[K+].[K+] (potassium carbonate). Run in CN(C)C=O (DMF). Reaction SMILES: [NH2:1][C:2]1[CH:7]=[C:6]([OH:8])[CH:5]=[CH:4][C:3]=1[S:9][C:10]1[CH:15]=[CH:14][C:13]([NH:16][C:17](=[O:19])[CH3:18])=[CH:12][CH:11]=1.[C:20]([C:24]1[CH:31]=[CH:30][C:27]([CH2:28]Br)=[CH:26][CH:25]=1)([O:22][CH3:23])=[O:21].C(=O)([O-])[O-].[K+].[K+]>CN(C=O)C>[CH3:23][O:22][C:20](=[O:21])[C:24]1[CH:31]=[CH:30][C:27]([CH2:28][O:8][C:6]2[CH:5]=[CH:4][C:3]([S:9][C:10]3[CH:15]=[CH:14][C:13]([NH:16][C:17](=[O:19])[CH3:18])=[CH:12][CH:11]=3)=[C:2]([NH2:1])[CH:7]=2)=[CH:26][CH:25]=1 |f:2.3.4|. Run at time 15 hour. Procedure: A mixture of the product from Example 232b (28 mg, 0.085 mmol), 4-carbomethoxybenzyl bromide (22 mg, 0.096 mmol) and potassium carbonate (13 mg, 0.09 mmol) in DMF (1 mL) was stirred at room temperature 15 hr. The next day, the reaction mixture was poured onto ice and the solid collected by filtration providing the title compound (35 mg, 100%). Isolated yield 97.5%. Reactants: CC(CCCCO)(CC=CC(C)(O)C)C (5,5,9-Trimethyl-dec-7-ene-1,9-diol), [Cr](=O)(=O)([O-])O[Cr](=O)(=O)[O-].[NH+]1=CC=CC=C1.[NH+]1=CC=CC=C1 (pyridinium-dichromate). Run in C(Cl)Cl (CH2Cl2). Yields the product O[C@H]1CCC(\C(\C1)=C/C=C/CCCC(CC#CC(C)(O)C)(C)C)=C ((10E,12Z)-(S)-12-(5-Hydroxy-2-methylene-cyclohexylidene)-6,6-dimethyl-2-methyl-dodec-10-en-3-yn-2-ol). Isolated yield 38.4%. RXN SMILES: [CH3:1][C:2]([CH3:15])([CH2:8][CH:9]=[CH:10][C:11]([CH3:14])([OH:13])[CH3:12])[CH2:3][CH2:4][CH2:5][CH2:6]O.[Cr](O[Cr]([O-])(=O)=O)([O-])(=O)=[O:17].[NH+]1[CH:30]=[CH:29][CH:28]=[CH:27][CH:26]=1.[NH+]1C=[CH:35][CH:34]=[CH:33][CH:32]=1>C(Cl)Cl>[OH:17][C@@H:26]1[CH2:32]/[C:33](=[CH:34]/[CH:35]=[CH:6]/[CH2:5][CH2:4][CH2:3][C:2]([CH3:15])([CH3:1])[CH2:8][C:9]#[C:10][C:11]([CH3:14])([OH:13])[CH3:12])/[C:29](=[CH2:30])[CH2:28][CH2:27]1 |f:1.2.3|. Reported procedure: 410 mg of 5,5,9-Trimethyl-dec-7-ene-1,9-diol (1.93 mmol) ) was oxidized by reaction with 2.76 g of pyridinium-dichromate (3.8 eq.) in 61 ml of CH2Cl2 at room temperature over night. Filtration over a pad of Celite, removal of the solvent and flash chromatography (SiO2, hexane/ethylacetate=8/2) furnished 245 mg of the title compound as colourless oil. Reaction SMILES: [F:1][C:2]([F:37])([F:36])[C:3]1[CH:4]=[C:5]([CH:13]=[CH:14][C:15](=[O:35])[CH:16]([NH:27][C:28]([O:30][C:31]([CH3:34])([CH3:33])[CH3:32])=[O:29])[CH2:17][C:18]2[C:26]3[C:21](=[CH:22][CH:23]=[CH:24][CH:25]=3)[NH:20][CH:19]=2)[CH:6]=[C:7]([C:9]([F:12])([F:11])[F:10])[CH:8]=1.C([SnH](CCCC)CCCC)CCC>C1(C)C=CC=CC=1>[F:36][C:2]([F:1])([F:37])[C:3]1[CH:4]=[C:5]([CH2:13][CH2:14][C:15](=[O:35])[CH:16]([NH:27][C:28]([O:30][C:31]([CH3:32])([CH3:33])[CH3:34])=[O:29])[CH2:17][C:18]2[C:26]3[C:21](=[CH:22][CH:23]=[CH:24][CH:25]=3)[NH:20][CH:19]=2)[CH:6]=[C:7]([C:9]([F:12])([F:10])[F:11])[CH:8]=1. Procedure details: The product of part (c) was heated under reflux with tri-n-butyltin hydride (51.12 g) in toluene for 20 hours. The reaction was cooled and purified by column chromatography on silica using ethyl acetate/petroleum ether (1:4) to yield the title compound as a white solid (37.1 g), mp=138°-140° C.: found: C, 59.23; H, 4.90; N, 5.28; C26H24F6N2O3 requires C, 59.09, H, 4.96; N, 5.30%. Solvent: C1(=CC=CC=C1)C (toluene). Yields the product FC(C=1C=C(C=C(C1)C(F)(F)F)CCC(C(CC1=CNC2=CC=CC=C12)NC(=O)OC(C)(C)C)=O)(F)F (5-(3,5-Bistrifluoromethylphenyl)-2-t-butyloxycarbonylamino-1-(3-indolyl)-3-pentanone). The reactants are FC(C=1C=C(C=C(C1)C(F)(F)F)C=CC(C(CC1=CNC2=CC=CC=C12)NC(=O)OC(C)(C)C)=O)(F)F (5-(3,5-Bistrifluoromethylphenyl)-2-t-butyloxycarbonylamino-1-(3-indolyl)-4-penten-3-one), C(CCC)[SnH](CCCC)CCCC (tri-n-butyltin hydride).